This data is from the Open Reaction Database (ORD), a public repository of structured organic reaction records. The task is: describe an organic reaction: reactants, conditions, products, and yield The product is O=C1NC=C2C(CCCC2=C1C#N)=O (2,3,5,6,7,8-hexahydro-3,8-dioxo-4-isoquinolinecarbonitrile). Procedure details: To a solution consisting of 40 parts of α-cyano-3-oxo-1-cyclohexen-1-acetamide in 125 parts by volume of dimethylformamide, in an atmosphere of nitrogen, is added dropwise, over a period of 10-15 minutes, 40 parts of dimethylformamide diethyl acetal. After the reaction mixture is stirred at room temperature for about 18 hours, 10 parts of water is added and the organic solvents are removed by distillation under reduced pressure. The residual oily product is extracted with dilute aqueous sodium h... Starting materials: 40, C(C)OC(N(C)C)OCC (dimethylformamide diethyl acetal), C(#N)C(C(=O)N)C1=CC(CCC1)=O (α-cyano-3-oxo-1-cyclohexen-1-acetamide), CN(C=O)C (dimethylformamide). Conditions: time 18 hour. RXN SMILES: [C:1]([CH:3]([C:7]1[CH2:12][CH2:11][CH2:10][C:9](=[O:13])[CH:8]=1)[C:4]([NH2:6])=[O:5])#[N:2].[CH3:14]N(C)C=O.C(OC(OCC)N(C)C)C>O>[O:5]=[C:4]1[C:3]([C:1]#[N:2])=[C:7]2[C:8]([C:9](=[O:13])[CH2:10][CH2:11][CH2:12]2)=[CH:14][NH:6]1. The solvent is O (water). Reactants: OC[C@@H]1CC[C@H](CC1)NC(OC(C)(C)C)=O (tert-butyl [trans-4-(hydroxymethyl)cyclohexyl]carbamate), CC(=O)OI1(C=2C=CC=CC2C(=O)O1)(OC(=O)C)OC(=O)C (Dess-Martin periodinane). The solvent is C(Cl)Cl (methylene chloride). Reaction conditions: time 8 hour. The product is C(=O)[C@@H]1CC[C@H](CC1)NC(OC(C)(C)C)=O (tert-Butyl (trans-4-formylcyclohexyl)carbamate). Isolated yield 48.9%. As a reaction SMILES: [OH:1][CH2:2][C@H:3]1[CH2:8][CH2:7][C@H:6]([NH:9][C:10](=[O:16])[O:11][C:12]([CH3:15])([CH3:14])[CH3:13])[CH2:5][CH2:4]1.CC(OI1(OC(C)=O)(OC(C)=O)OC(=O)C2C=CC=CC1=2)=O>C(Cl)Cl>[CH:2]([C@H:3]1[CH2:4][CH2:5][C@H:6]([NH:9][C:10](=[O:16])[O:11][C:12]([CH3:14])([CH3:13])[CH3:15])[CH2:7][CH2:8]1)=[O:1]. Procedure details: A solution of tert-butyl [trans-4-(hydroxymethyl)cyclohexyl]carbamate (from Aldrich, 0.61 g, 2.7 mmol) in methylene chloride (10 mL) at 0° C. was added Dess-Martin periodinane (1.35 g, 3.19 mmol). The resulting mixture was stirred at room temperature overnight. The reaction was quenched with aq. 1 N NaOH solution, extracted with dichloromethane. The combined organic layers were washed with water and brine, dried over MgSO4, and concentrated. The residue was purified on silica gel (eluting with 0... Starting materials: CCOCC, OC1CCCCC1, O=C(O)CCS, Cc1ccc(S(=O)(=O)O)cc1. Product: O=C(CCS)OC1CCCCC1. RXN SMILES: [CH2:25]([O:26][CH2:27][CH3:28])[CH3:29].[OH:1][CH:2]1[CH2:3][CH2:4][CH2:5][CH2:6][CH2:7]1.[SH:8][CH2:9][CH2:10][C:11](=[O:12])[OH:13].[c:14]1([CH3:15])[cH:16][cH:17][c:18]([S:19]([OH:20])(=[O:21])=[O:22])[cH:23][cH:24]1>>[O:1]([CH:2]1[CH2:3][CH2:4][CH2:5][CH2:6][CH2:7]1)[C:11]([CH2:10][CH2:9][SH:8])=[O:12]. Yield: 1.2%. Run at temperature 22 celsius, time 20 hour. The product is Cc1ccc2nc(CCCc3ccccc3)c(NC3CCCCC3)n2c1. The reagents and catalysts are O=C(O)C(F)(F)F (trifluoroacetic acid). Solvent: CC(C)O (isopropyl alcohol), CC(C)O (isopropylalcohol). RXN SMILES: CC1=CC=C(N)N=C1.[C-]#[N+]C1CCCCC1.O=CCCCC1=CC=CC=C1>>CC1=CN2C(C=C1)=NC(CCCC1=CC=CC=C1)=C2NC1CCCCC1. The reactants are C(CC=O)Cc1ccccc1, CC1=CN=C(C=C1)N, [C-]#[N+]C1CCCCC1. Reactants: O=C([O-])[O-], C1COCCO1, Cl, [Cs+], [Cs+], FC(F)(F)c1ccccc1C1CCNCC1, Nc1nc(Cl)cc(Cl)n1, O. Yields the product Nc1nc(Cl)cc(N2CCC(c3ccccc3C(F)(F)F)CC2)n1. RXN SMILES: [C:27](=[O:28])([O-:29])[O-:30].[CH2:33]1[O:34][CH2:35][CH2:36][O:37][CH2:38]1.[ClH:10].[Cs+:31].[Cs+:32].[F:11][C:12]([c:13]1[c:14]([CH:19]2[CH2:20][CH2:21][NH:22][CH2:23][CH2:24]2)[cH:15][cH:16][cH:17][cH:18]1)([F:25])[F:26].[NH2:1][c:2]1[n:3][c:4]([Cl:9])[cH:5][c:6]([Cl:8])[n:7]1.[OH2:39]>>[NH2:1][c:2]1[n:3][c:4]([N:22]2[CH2:21][CH2:20][CH:19]([c:14]3[c:13]([C:12]([F:11])([F:25])[F:26])[cH:18][cH:17][cH:16][cH:15]3)[CH2:24][CH2:23]2)[cH:5][c:6]([Cl:8])[n:7]1.